This data is from the Open Reaction Database (ORD), a public repository of structured organic reaction records. The task is: describe an organic reaction: reactants, conditions, products, and yield The reactants are CS(=O)(=O)OCCC(C1=CC(=CC=C1)Cl)NC(=O)OC(C)(C)C (3-((tert-butoxycarbonyl)amino)-3-(3-chlorophenyl)propyl methanesulfonate), [I-].[Na+] (sodium iodide), Intermediate 9C, CCN(C(C)C)C(C)C (DIEA), CS(=O)(=O)Cl (MeSO2Cl). The solvent is CC(=O)C (acetone), C(Cl)Cl (DCM). Run at time 0.5 hour. Yields the product ClC=1C=C(C=CC1)C(CCI)NC(OC(C)(C)C)=O (tert-butyl (1-(3-chlorophenyl)-3-iodopropyl)carbamate). Yield: 81.0%. As a reaction SMILES: CCN(C(C)C)C(C)C.CS(Cl)(=O)=O.CS(O[CH2:20][CH2:21][CH:22]([NH:30][C:31]([O:33][C:34]([CH3:37])([CH3:36])[CH3:35])=[O:32])[C:23]1[CH:28]=[CH:27][CH:26]=[C:25]([Cl:29])[CH:24]=1)(=O)=O.[I-:38].[Na+]>C(Cl)Cl.CC(C)=O>[Cl:29][C:25]1[CH:24]=[C:23]([CH:22]([NH:30][C:31](=[O:32])[O:33][C:34]([CH3:37])([CH3:36])[CH3:35])[CH2:21][CH2:20][I:38])[CH:28]=[CH:27][CH:26]=1 |f:3.4|. Procedure: To a solution of Intermediate 9C (61 mg, 0.213 mmol) in DCM (5 mL) was added DIEA (0.080 mL, 0.458 mmol) followed by the addition of MeSO2Cl (0.030 mL, 0.385 mmol). The reaction mixture was then stirred at rt for 0.5 h. After 30 min., the reaction mixture was concentrated. The residue was dissolved in EtOAc and washed with aqueous NaHCO3 solution followed by brine. The organic layers were then dried over MgSO4 and concentrated in vacuo to yield a clear oily residue, which was subjected to the ne... The reactants are BrC(C(=O)OC)C1=CC=C(C=C1)OC=1C=C(C=CC1)C(F)(F)F (methyl α-bromo-α-[p-(α,α,α-trifluoro-m-tolyloxy)phenyl]acetate), ClC1=CC=C(C=C1)O (p-chlorophenol). Yields the product ClC1=CC=C(OC(C(=O)OC)C2=CC=C(C=C2)OC=2C=C(C=CC2)C(F)(F)F)C=C1 (Methyl α-(p-chlorophenoxy)-α-[p-(α,α,α-trifluoro-m-tolyloxy)phenyl]acetate). The yield is 67.8%. Reaction SMILES: Br[CH:2]([C:7]1[CH:12]=[CH:11][C:10]([O:13][C:14]2[CH:15]=[C:16]([C:20]([F:23])([F:22])[F:21])[CH:17]=[CH:18][CH:19]=2)=[CH:9][CH:8]=1)[C:3]([O:5][CH3:6])=[O:4].[Cl:24][C:25]1[CH:30]=[CH:29][C:28]([OH:31])=[CH:27][CH:26]=1>>[Cl:24][C:25]1[CH:30]=[CH:29][C:28]([O:31][CH:2]([C:7]2[CH:12]=[CH:11][C:10]([O:13][C:14]3[CH:15]=[C:16]([C:20]([F:23])([F:22])[F:21])[CH:17]=[CH:18][CH:19]=3)=[CH:9][CH:8]=2)[C:3]([O:5][CH3:6])=[O:4])=[CH:27][CH:26]=1. Reported procedure: In a manner similar to Example 16, 7.62 g of methyl α-bromo-α-[p-(α,α,α-trifluoro-m-tolyloxy)phenyl]acetate was reacted with 3.21 g of p-chlorophenol to give a gel which crystallized on trituration with 50 ml of petroleum ether (6.45 g). Recrystallization from 50 ml of hexane yielded a 5.8 g of a white solid, mp 79°-82° C. Starting materials: C(C)OC(=O)C(C(=O)O)C(C)C1=CC=CC=C1 (2-ethoxycarbonyl-3-phenylbutanoic acid), C(C)NCC (diethylamine), C=O (formaldehyde), C(C)OCC (diethyl ether). Run at temperature 20 celsius, time 8 hour. Product: C1(=CC=CC=C1)CCC(C(=O)OCC)=C (ethyl 2-(phenylethyl)acrylate). Isolated yield 71.0%. Reaction SMILES: C(OC([CH:6]([CH:10]([C:12]1[CH:17]=[CH:16][CH:15]=[CH:14][CH:13]=1)C)C(O)=O)=O)C.C(N[CH2:21][CH3:22])C.C=[O:24].[CH2:25]([O:27][CH2:28]C)[CH3:26]>>[C:12]1([CH2:10][CH2:6][C:21](=[CH2:22])[C:28]([O:27][CH2:25][CH3:26])=[O:24])[CH:17]=[CH:16][CH:15]=[CH:14][CH:13]=1. Procedure: To the 2-ethoxycarbonyl-3-phenylbutanoic acid (3.5 g) is added diethylamine (1.53 mL, 1 eq) and 30% formaldehyde (1.78 mL) at 0° C. The mixture is stirred overnight at a temperature of about 20° C. and is then taken up with diethyl ether (100 mL). The organic phase is separated after settling takes place, washed with 10% aqueous citric acid solution (40 mL) and finally dried over sodium sulphate. After filtering and concentrating to dryness, 2.2 g of ethyl 2-(phenylethyl)acrylate is obtained in ...